Dataset: the Open Reaction Database (ORD), a public repository of structured organic reaction records. Task: describe an organic reaction: reactants, conditions, products, and yield Reactants: CC[N+](CC)(CC)Cc1ccccc1, ClCCl, Cc1cccc(Cl)c1N, ClC(Cl)Cl, [Cl-], [Na+], [OH-]. The product is [C-]#[N+]c1c(C)cccc1Cl. As a reaction SMILES: [CH2:17]([N+:18]([CH2:19][CH3:20])([CH2:21][CH3:22])[CH2:23][CH3:24])[c:25]1[cH:26][cH:27][cH:28][cH:29][cH:30]1.[CH2:31]([Cl:32])[Cl:33].[CH3:1][c:2]1[c:3]([NH2:4])[c:5]([Cl:9])[cH:6][cH:7][cH:8]1.[CH:10]([Cl:11])([Cl:12])[Cl:13].[Cl-:16].[Na+:15].[OH-:14]>>[CH3:1][c:2]1[c:3]([N+:4]#[C-:10])[c:5]([Cl:9])[cH:6][cH:7][cH:8]1. The reactants are CN1CCOCC1 (N-methylmorpholine), O[C@@H]1[C@H]2CCCC[C@@H]2C[C@@H]2[C@H](O[C@H]([C@@H]21)C)OC ((1S,3S,3aS,4R,4aS,8aR,9aS)-4-hydroxy-1-methoxy-3-methyl-dodecahydronaphtho[2,3-c]furan), tetrapropylammonium perruthenate(TPAP). The solvent is C(Cl)Cl (methylene chloride). Run at time 1.5 hour. Product: CO[C@H]1O[C@H]([C@H]2[C@@H]1C[C@H]1CCCC[C@@H]1C2=O)C ((1S,3S,3aR,4aS,8aR,9aS)-1-methoxy-3-methyl-4-oxo-dodecahydronaphtho[2,3-c]furan). Isolated yield 95.1%. Reaction SMILES: CN1CCOCC1.[OH:8][C@H:9]1[C@@H:21]2[C@@H:17]([C@@H:18]([O:23][CH3:24])[O:19][C@H:20]2[CH3:22])[CH2:16][C@@H:15]2[C@@H:10]1[CH2:11][CH2:12][CH2:13][CH2:14]2>C(Cl)Cl>[CH3:24][O:23][C@@H:18]1[C@H:17]2[CH2:16][C@@H:15]3[C@@H:10]([C:9](=[O:8])[C@H:21]2[C@H:20]([CH3:22])[O:19]1)[CH2:11][CH2:12][CH2:13][CH2:14]3. Procedure: Also, the synthesis was possible separately through following process. Namely, 0.77 g(1.50 equivalents) of N-methylmorpholine and 2.50 g of molecular sieve 4A(MS4A) were added to 1.05 g(4.37 mmol) of (1S,3S,3aS,4R,4aS,8aR,9aS)-4-hydroxy-1-methoxy-3-methyl-dodecahydronaphtho[2,3-c]furan in 10 ml of methylene chloride solution, then 76.8 mg(0.05 equivalents) of tetrapropylammonium perruthenate(TPAP) were added, and the mixture was stirred for 1.5 hours at room temperature. The reaction mixture was... The reagents and catalysts are [I-].C(CCC)[N+](CCCC)(CCCC)CCCC (tetrabutyl ammonium iodide). Yields the product C(CCC)OC(C(=O)O)(CC1=CC=C(C=C1)OCCC1N(C(N(C1)CC1=CC=C(C=C1)Cl)=O)C)C (2-Butoxy-3-(4-{2-[1-(4-chloro-benzyl)-3-methyl-2-oxo-imidazolidin-4-yl]-ethoxy}-phenyl)-2-methyl-propionic acid). RXN SMILES: [Cl:1][C:2]1[CH:9]=[CH:8][C:5]([CH2:6]Cl)=[CH:4][CH:3]=1.C([O:12][C:13](=[O:38])[C:14]([O:33][CH2:34][CH2:35][CH2:36][CH3:37])([CH3:32])[CH2:15][C:16]1[CH:21]=[CH:20][C:19]([O:22][CH2:23][CH2:24][CH:25]2[CH2:29][NH:28][C:27](=[O:30])[N:26]2[CH3:31])=[CH:18][CH:17]=1)C.[H-].[Na+]>[I-].C([N+](CCCC)(CCCC)CCCC)CCC.C(OCC)(=O)C>[CH2:34]([O:33][C:14]([CH3:32])([CH2:15][C:16]1[CH:21]=[CH:20][C:19]([O:22][CH2:23][CH2:24][CH:25]2[CH2:29][N:28]([CH2:6][C:5]3[CH:8]=[CH:9][C:2]([Cl:1])=[CH:3][CH:4]=3)[C:27](=[O:30])[N:26]2[CH3:31])=[CH:18][CH:17]=1)[C:13]([OH:38])=[O:12])[CH2:35][CH2:36][CH3:37] |f:2.3,4.5|. The reactants are C(C)OC(C(CC1=CC=C(C=C1)OCCC1N(C(NC1)=O)C)(C)OCCCC)=O (2-butoxy-2-methyl-3-{4-[2-(3-methyl-2-oxo-imidazolidin-4-yl)-ethoxy]-phenyl}-propionic acid ethyl ester), [H-].[Na+] (sodium hydride), ClC1=CC=C(CCl)C=C1 (4-Chlorobenzyl chloride). Reported procedure: 4-Chlorobenzyl chloride (0.04 g, 0.174 mmol) and tetrabutyl ammonium iodide (catalytic amount) are added to a 0° C. suspension of 2-butoxy-2-methyl-3-{4-[2-(3-methyl-2-oxo-imidazolidin-4-yl)-ethoxy]-phenyl}-propionic acid ethyl ester (0.047 g, 0.116 mmol) and sodium hydride (0.012 g, 0.29 mmol, 60% suspension on mineral oil), pre-stirred for 1 h at ambient temperature. The reaction mixture is stirred at ambient temperature 48 h, diluted with ethyl acetate, and washed with 1N HCl and water. The o... Conditions: time 1 hour. The solvent is C(C)(=O)OCC (ethyl acetate). Reactants: COCCN(CCOC)S(F)(F)F ([bis(2-methoxyethyl)amino]sulfur trifluoride), C(=O)(OC(C)(C)C)N1C[C@@H](CC1)O (N-Boc-(R)-(−)-3-pyrrolidinol), C(O)([O-])=O.[Na+] (sodium hydrogen carbonate). Run in ClCCl (dichloromethane). Reaction conditions: time 8 hour. Product: F[C@@H]1CN(CC1)C(=O)OC(C)(C)C (tert-Butyl (3S)-3-fluoropyrrolidine-1-carboxylate). Yield: 81.3%. Reaction SMILES: COCCN(S(F)(F)[F:11])CCOC.[C:14]([N:21]1[CH2:25][CH2:24][C@@H:23](O)[CH2:22]1)([O:16][C:17]([CH3:20])([CH3:19])[CH3:18])=[O:15].C(=O)([O-])O.[Na+]>ClCCl>[F:11][C@H:23]1[CH2:24][CH2:25][N:21]([C:14]([O:16][C:17]([CH3:20])([CH3:19])[CH3:18])=[O:15])[CH2:22]1 |f:2.3|. Procedure details: Slowly add [bis(2-methoxyethyl)amino]sulfur trifluoride (2.40 mL, 13.03 mmol) to a solution of N-Boc-(R)-(−)-3-pyrrolidinol (2.00 g, 10.86 mmol) in anhydrous dichloromethane (10 mL), at −78° C. and under nitrogen. Allow the reaction mixture to warm to room temperature and stir overnight. Carefully add an aqueous solution of sodium hydrogen carbonate (saturated, 20 mL) and extract with dichloromethane. Concentrate the combined organic extracts under vacuum then purify using automated flash chroma... Reactants: FC1=C(C=CC(=C1C(C=1C=C2N=CC=NC2=CC1)O)F)NC(C(C)(C)C)=O (N-(2,4-difluoro-3-(hydroxy(quinoxalin-6-yl)methyl)phenyl)pivalamide). Reagents/catalysts: O=[Mn]=O (MnO2). Solvent: C(Cl)Cl (DCM). Conditions: temperature 50 celsius, time 8 hour. The product is FC1=C(C=CC(=C1C(=O)C=1C=C2N=CC=NC2=CC1)F)NC(C(C)(C)C)=O (N-(2,4-difluoro-3-(quinoxaline-6-carbonyl)phenyl)pivalamide). Yield: 91.8%. Reaction SMILES: [F:1][C:2]1[C:7]([CH:8]([OH:19])[C:9]2[CH:10]=[C:11]3[C:16](=[CH:17][CH:18]=2)[N:15]=[CH:14][CH:13]=[N:12]3)=[C:6]([F:20])[CH:5]=[CH:4][C:3]=1[NH:21][C:22](=[O:27])[C:23]([CH3:26])([CH3:25])[CH3:24]>C(Cl)Cl.O=[Mn]=O>[F:1][C:2]1[C:7]([C:8]([C:9]2[CH:10]=[C:11]3[C:16](=[CH:17][CH:18]=2)[N:15]=[CH:14][CH:13]=[N:12]3)=[O:19])=[C:6]([F:20])[CH:5]=[CH:4][C:3]=1[NH:21][C:22](=[O:27])[C:23]([CH3:25])([CH3:24])[CH3:26]. Procedure: To a solution of N-(2,4-difluoro-3-(hydroxy(quinoxalin-6-yl)methyl)phenyl)pivalamide (541 mg, 1.46 mmol, 1.0 eq.) in DCM (10 mL) was added MnO2 (640 mg, 73 mmol, 5.0 eq.). The resulting mixture was stirred at 50° C. overnight. The solid was removed by filtration and the filtrate was concentrated. The resulting residue was purified via flash column chromatography (PE/EA=2/1, v/v) to afford N-(2,4-difluoro-3-(quinoxaline-6-carbonyl)phenyl)pivalamide as a yellow foam (495 mg, 92%).